This data is from the Open Reaction Database (ORD), a public repository of structured organic reaction records. The task is: describe an organic reaction: reactants, conditions, products, and yield The reactants are CC(C(=O)NC1=CC=C(C=C1)[N+](=O)[O-])=C (2-methyl-N-(4-nitro phenyl) acrylamide), C(C)(=O)OCC (ethyl acetate), Cl (HCl), C(C)(=O)O (acetic acid), C(C)(=O)O (acetic acid). Reagents/catalysts: [Fe] (Fe). Run in C(C)O (ethanol). Reaction conditions: temperature 5 celsius, time 60 minute. Product: Cl.NC1=CC=C(C=C1)NC(C(=C)C)=O (N-(4-amino phenyl)-2-methyl acrylamide hydrochloride). Isolated yield 72.7%. As a reaction SMILES: [CH3:1][C:2](=[CH2:15])[C:3]([NH:5][C:6]1[CH:11]=[CH:10][C:9]([N+:12]([O-])=O)=[CH:8][CH:7]=1)=[O:4].C(O)(=O)C.C(OCC)(=O)C.[ClH:26]>C(O)C.[Fe]>[ClH:26].[NH2:12][C:9]1[CH:8]=[CH:7][C:6]([NH:5][C:3](=[O:4])[C:2]([CH3:15])=[CH2:1])=[CH:11][CH:10]=1 |f:6.7|. Procedure: A mixture of 114 g of 2-methyl-N-(4-nitro phenyl) acrylamide (=0.55 mol) and 92.6 g of Fe powder (=1.65 mol 3 mol equiv.) in 420 ml of ethanol was refluxed. Upon refluxing 400 ml of acetic acid (=6.6 mol=12 mol equiv.) was added. A proper cooling and a safe gas separation were ensured. During the first reaction step a very strong exothermic gas release occurred. After completing of the addition of acetic acid, stirring while refluxing was continued for 60 min. After TLC inspection 300 ml of ethy... The reactants are CC(C)(C)OC(=O)Nc1cnc(Cl)cc1I, [H-], CI, [Na+], CN(C)C=O. The product is CN(C(=O)OC(C)(C)C)c1cnc(Cl)cc1I. As a reaction SMILES: [C:1]([CH3:2])([CH3:3])([CH3:4])[O:5][C:6]([NH:7][c:8]1[cH:9][n:10][c:11]([Cl:15])[cH:12][c:13]1[I:14])=[O:16].[H-:17].[I:19][CH3:20].[Na+:18].[O:21]=[CH:22][N:23]([CH3:24])[CH3:25]>>[C:1]([CH3:2])([CH3:3])([CH3:4])[O:5][C:6]([N:7]([c:8]1[cH:9][n:10][c:11]([Cl:15])[cH:12][c:13]1[I:14])[CH3:20])=[O:16]. Reactants: CS(C)=O, O=C(Cl)C(=O)Cl, ClCCl, Cl, O=S(=O)(Cl)c1nccc2ccccc12, O=S(=O)(c1cccc2cnccc12)N1CCC(O)C1. Yields the product O=C1CCN(S(=O)(=O)c2cccc3cnccc23)C1. As a reaction SMILES: [CH3:41][S:42]([CH3:43])=[O:44].[Cl:35][C:36]([C:37]([Cl:38])=[O:39])=[O:40].[Cl:45][CH2:46][Cl:47].[ClH:1].[c:2]1([S:3]([Cl:4])(=[O:5])=[O:6])[c:7]2[c:8]([cH:9][cH:10][cH:11][cH:12]2)[cH:13][cH:14][n:15]1.[cH:16]1[n:17][cH:18][cH:19][c:20]2[c:21]([S:26](=[O:27])(=[O:28])[N:29]3[CH2:30][CH:31]([OH:34])[CH2:32][CH2:33]3)[cH:22][cH:23][cH:24][c:25]12>>[cH:16]1[n:17][cH:18][cH:19][c:20]2[c:21]([S:26](=[O:27])(=[O:28])[N:29]3[CH2:30][C:31](=[O:34])[CH2:32][CH2:33]3)[cH:22][cH:23][cH:24][c:25]12. The reactants are CC1=CC=C(C=C1)NC1=CC(CCC1)=O (3-[(4-methyl-phenyl)amino]cyclohex-2-en-1-one), COC=1C=CC(=CC1)P2(=S)SP(=S)(S2)C=3C=CC(=CC3)OC (Lawesson reagent), C(C)I (ethyl iodide). Yields the product C(C)SC1=CC(CCC1)=NC1=CC=C(C=C1)C (N-[3-(Ethylsulphanyl)cyclohex-2-en-1-ylidene]-4-methylaniline). As a reaction SMILES: [CH3:1][C:2]1[CH:7]=[CH:6][C:5]([NH:8][C:9]2[CH2:14][CH2:13][CH2:12][C:11](=O)[CH:10]=2)=[CH:4][CH:3]=1.COC1C=CC(P2(SP(C3C=CC(OC)=CC=3)(=S)S2)=[S:25])=CC=1.[CH2:38](I)[CH3:39]>>[CH2:38]([S:25][C:11]1[CH2:12][CH2:13][CH2:14][C:9](=[N:8][C:5]2[CH:6]=[CH:7][C:2]([CH3:1])=[CH:3][CH:4]=2)[CH:10]=1)[CH3:39]. Reported procedure: N-[3-(Ethylsulphanyl)cyclohex-2-en-1-ylidene]-4-methylaniline is prepared from 3-[(4-methyl-phenyl)amino]cyclohex-2-en-1-one by reaction with Lawesson reagent and subsequent alkylation with ethyl iodide analogously to J. Org. Chem. 1984, 49, 3314. Starting materials: CC(CCCCCCCCCCCCCC)NC1=CC=C(CCC(=O)O)C=C1 (4-[(1-methylpentadecyl)amino]hydrocinnamic acid), ester, C(CCCCCCC)NC1=CC=C(CCC(=O)O)C=C1 (4-(octylamino)hydrocinnamic acid), C(CCCCCCCCC)NC1=CC=C(CCC(=O)O)C=C1 (4-(decylamino)hydrocinnamic acid), C(CCCCCCCCCCCCCCCCCC)NC1=CC=C(CCC(=O)O)C=C1 (4-(nonadecylamino)hydrocinnamic acid), C(CCCCCCCCCCCCC)NC1=CC=C(CCC(=O)O)C=C1 (4-(tetradecylamino)hydrocinnamic acid), CC(CCCCCCCCCCCCCNC1=CC=C(CCC(=O)O)C=C1)C (4-[(14-methylpentadecyl)amino]hydrocinnamic acid). Product: C(CCCCCCCCCCCCCCC)NC1=CC=C(CCC(=O)O)C=C1 (4-(Hexadecylamino)hydrocinnamic acid). Reaction SMILES: [CH2:1]([NH:20][C:21]1[CH:31]=[CH:30][C:24]([CH2:25][CH2:26][C:27]([OH:29])=[O:28])=[CH:23][CH:22]=1)[CH2:2][CH2:3][CH2:4][CH2:5][CH2:6][CH2:7][CH2:8][CH2:9][CH2:10][CH2:11][CH2:12][CH2:13][CH2:14][CH2:15][CH2:16]CCC.C(NC1C=CC(CCC(O)=O)=CC=1)CCCCCCCCCCCCC.C(NC1C=CC(CCC(O)=O)=CC=1)CCCCCCC.CC(NC1C=CC(CCC(O)=O)=CC=1)CCCCCCCCCCCCCC.CC(C)CCCCCCCCCCCCCNC1C=CC(CCC(O)=O)=CC=1.C(NC1C=CC(CCC(O)=O)=CC=1)CCCCCCCCC>>[CH2:1]([NH:20][C:21]1[CH:22]=[CH:23][C:24]([CH2:25][CH2:26][C:27]([OH:29])=[O:28])=[CH:30][CH:31]=1)[CH2:2][CH2:3][CH2:4][CH2:5][CH2:6][CH2:7][CH2:8][CH2:9][CH2:10][CH2:11][CH2:12][CH2:13][CH2:14][CH2:15][CH3:16]. Reported procedure: Similarly prepared by hydrolysis of the corresponding ester are 4-(nonadecylamino)hydrocinnamic acid, 4-(tetradecylamino)hydrocinnamic acid, 4-(octylamino)hydrocinnamic acid, 4-[(1-methylpentadecyl)amino]hydrocinnamic acid, 4-[(14-methylpentadecyl)amino]hydrocinnamic acid, and 4-(decylamino)hydrocinnamic acid. The reactants are Cc1ccc(Cl)cc1[N+](=O)[O-], [O-][I+2]([O-])[O-], I, [Na+], O, O=S(=O)(O)O. Yields the product Cc1c(I)cc(Cl)cc1[N+](=O)[O-]. As a reaction SMILES: [Cl:6][c:7]1[cH:8][c:9]([N+:14](=[O:15])[O-:16])[c:10]([CH3:13])[cH:11][cH:12]1.[I+2:1]([O-:2])([O-:3])[O-:4].[I:17].[Na+:5].[OH2:23].[S:18](=[O:19])(=[O:20])([OH:21])[OH:22]>>[I:1][c:11]1[c:10]([CH3:13])[c:9]([N+:14](=[O:15])[O-:16])[cH:8][c:7]([Cl:6])[cH:12]1.